Dataset: the Open Reaction Database (ORD), a public repository of structured organic reaction records. Task: describe an organic reaction: reactants, conditions, products, and yield Starting materials: C1CCNCC1, COc1cc(C(C)=O)cc(OC)c1OC, CCO, O=Cc1c[nH]c2ccccc12. The product is COc1cc(C(=O)C=Cc2c[nH]c3ccccc23)cc(OC)c1OC. RXN SMILES: [CH2:27]1[CH2:28][CH2:29][NH:30][CH2:31][CH2:32]1.[CH3:1][O:2][c:3]1[cH:4][c:5]([C:13]([CH3:14])=[O:15])[cH:6][c:7]([O:11][CH3:12])[c:8]1[O:9][CH3:10].[CH3:33][CH2:34][OH:35].[nH:16]1[cH:17][c:18]([CH:25]=[O:26])[c:19]2[cH:20][cH:21][cH:22][cH:23][c:24]12>>[CH3:1][O:2][c:3]1[cH:4][c:5]([C:13]([CH:14]=[CH:25][c:18]2[cH:17][nH:16][c:24]3[c:19]2[cH:20][cH:21][cH:22][cH:23]3)=[O:15])[cH:6][c:7]([O:11][CH3:12])[c:8]1[O:9][CH3:10]. Reactants: NC1=C2N(C(C(=C1NC1=C(C=C(C=C1)I)F)C)=O)CCO2 (8-amino-7-(2-fluoro-4-iodo-phenylamino)-6-methyl-2,3-dihydro-oxazolo[3,2-a]pyridin-5-one), C(C1=CC=CC=C1)OCC1(CC1)S(=O)(=O)Cl (1-benzyloxymethyl-cyclopropanesulfonyl chloride). Solvent: N1=CC=CC=C1 (pyridine). Product: FC1=C(C=CC(=C1)I)NC=1C(=C2N(C(C1C)=O)CCO2)NS(=O)(=O)C2(CC2)COCC2=CC=CC=C2 (1-Benzyloxymethyl-cyclopropanesulfonic acid [7-(2-fluoro-4-iodo-phenylamino)-6-methyl-5-oxo-2,3-dihydro-5H-oxazolo[3,2-a]pyridin-8-yl]-amide). Yield: 49.4%. RXN SMILES: [NH2:1][C:2]1[C:7]([NH:8][C:9]2[CH:14]=[CH:13][C:12]([I:15])=[CH:11][C:10]=2[F:16])=[C:6]([CH3:17])[C:5](=[O:18])[N:4]2[CH2:19][CH2:20][O:21][C:3]=12.[CH2:22]([O:29][CH2:30][C:31]1([S:34](Cl)(=[O:36])=[O:35])[CH2:33][CH2:32]1)[C:23]1[CH:28]=[CH:27][CH:26]=[CH:25][CH:24]=1>N1C=CC=CC=1>[F:16][C:10]1[CH:11]=[C:12]([I:15])[CH:13]=[CH:14][C:9]=1[NH:8][C:7]1[C:2]([NH:1][S:34]([C:31]2([CH2:30][O:29][CH2:22][C:23]3[CH:28]=[CH:27][CH:26]=[CH:25][CH:24]=3)[CH2:33][CH2:32]2)(=[O:36])=[O:35])=[C:3]2[O:21][CH2:20][CH2:19][N:4]2[C:5](=[O:18])[C:6]=1[CH3:17]. Procedure: Using the same reaction conditions and workup as described for the preparation of Example 7A, 8-amino-7-(2-fluoro-4-iodo-phenylamino)-6-methyl-2,3-dihydro-oxazolo[3,2-a]pyridin-5-one (I-7f: 0.35 g, 0.873 mmol) in pyridine (3 mL) was reacted with 1-benzyloxymethyl-cyclopropanesulfonyl chloride (0.34 mg, 1.30 mmol) to afford the crude product. Purification by column chromatography on silica gel (2% MeOH in CHCl3) afforded 0.27 g of the product (50% yield).